From a dataset of the Open Reaction Database (ORD), a public repository of structured organic reaction records. describe an organic reaction: reactants, conditions, products, and yield Starting materials: CC1=NC(=NC(=C1C(C(=O)OC)CCC)C1=CC2=CC=CC=C2C=C1)C1=CC=CC=C1 (methyl 2-(4-methyl-6-(naphthalen-2-yl)-2-phenylpyrimidin-5-yl)pentanoate), [OH-].[Na+] (sodium hydroxide). Run in CO (methanol). The product is CC1=NC(=NC(=C1C(C(=O)O)CCC)C1=CC2=CC=CC=C2C=C1)C1=CC=CC=C1 (2-(4-methyl-6-(naphthalen-2-yl)-2-phenylpyrimidin-5-yl)pentanoic acid). The yield is 92.1%. RXN SMILES: [CH3:1][C:2]1[C:7]([CH:8]([CH2:13][CH2:14][CH3:15])[C:9]([O:11]C)=[O:10])=[C:6]([C:16]2[CH:25]=[CH:24][C:23]3[C:18](=[CH:19][CH:20]=[CH:21][CH:22]=3)[CH:17]=2)[N:5]=[C:4]([C:26]2[CH:31]=[CH:30][CH:29]=[CH:28][CH:27]=2)[N:3]=1.[OH-].[Na+]>CO>[CH3:1][C:2]1[C:7]([CH:8]([CH2:13][CH2:14][CH3:15])[C:9]([OH:11])=[O:10])=[C:6]([C:16]2[CH:25]=[CH:24][C:23]3[C:18](=[CH:19][CH:20]=[CH:21][CH:22]=3)[CH:17]=2)[N:5]=[C:4]([C:26]2[CH:31]=[CH:30][CH:29]=[CH:28][CH:27]=2)[N:3]=1 |f:1.2|. Procedure details: This compound was prepared according to general method D from methyl 2-(4-methyl-6-(naphthalen-2-yl)-2-phenylpyrimidin-5-yl)pentanoate (0.090 g; 0.219 mmol), sodium hydroxide 10N (0.219 mL; 2.19 mmol) in methanol (2 mL) to afford 0.080 g (92%) of the title compound as a white solid. The reactants are C1(CCCC1)N1CCN(CC1)C(=O)C=1C=C2C=C(NC2=CC1)C(=O)O (5-(4-cyclopentyl-piperazine-1-carbonyl)-1H-indole-2-carboxylic acid), Cl (hydrochloride), F[B-](F)(F)F.N1(N=NC2=C1C=CC=C2)OC(=[N+](C)C)N(C)C (O-(benzotriazol-1-yl)-N,N,N′,N′-tetramethyluronium tetrafluoroborate), N1CCCC1 (pyrrolidine), C(C)(C)N(C(C)C)CC (N,N-diisopropylethylamine). Run in CN(C=O)C (N,N-dimethyl-formamide). Yields the product C1(CCCC1)N1CCN(CC1)C(=O)C=1C=C2C=C(NC2=CC1)C(=O)N1CCCC1 ([5-(4-Cyclopentyl-piperazine-1-carbonyl)-1H-indol-2-yl]-pyrrolidin-1-yl-methanone). RXN SMILES: [CH:1]1([N:6]2[CH2:11][CH2:10][N:9]([C:12]([C:14]3[CH:15]=[C:16]4[C:20](=[CH:21][CH:22]=3)[NH:19][C:18]([C:23]([OH:25])=O)=[CH:17]4)=[O:13])[CH2:8][CH2:7]2)[CH2:5][CH2:4][CH2:3][CH2:2]1.Cl.F[B-](F)(F)F.N1(OC(N(C)C)=[N+](C)C)C2C=[CH:38][CH:39]=[CH:40][C:35]=2[N:34]=N1.N1CCCC1.C(N(CC)C(C)C)(C)C>CN(C)C=O>[CH:1]1([N:6]2[CH2:7][CH2:8][N:9]([C:12]([C:14]3[CH:15]=[C:16]4[C:20](=[CH:21][CH:22]=3)[NH:19][C:18]([C:23]([N:34]3[CH2:35][CH2:40][CH2:39][CH2:38]3)=[O:25])=[CH:17]4)=[O:13])[CH2:10][CH2:11]2)[CH2:2][CH2:3][CH2:4][CH2:5]1 |f:2.3|. Procedure details: The title compound was synthesized in analogy to example 1, from 5-(4-cyclopentyl-piperazine-1-carbonyl)-1H-indole-2-carboxylic acid 1:1 hydrochloride, O-(benzotriazol-1-yl)-N,N,N′,N′-tetramethyluronium tetrafluoroborate (commercially available), pyrrolidine (commercially available) and N,N-diisopropylethylamine in N,N-dimethyl-formamide to give the desired product. Yields the product CCN1CCc2c(c3cc(C)ccc3n2CCc2ccc(C)cc2)C1. As a reaction SMILES: [CH2:1]([CH3:2])[N:3]1[CH2:4][c:5]2[c:6]([nH:7][c:8]3[cH:9][cH:10][c:11]([CH3:14])[cH:12][c:13]23)[CH2:15][CH2:16]1.[CH3:17][c:18]1[cH:19][cH:20][c:21]([CH:22]=[CH2:23])[cH:24][cH:25]1.[H-:27].[Na+:26].[O:28]=[CH:29][N:30]([CH3:31])[CH3:32]>>[CH2:1]([CH3:2])[N:3]1[CH2:4][c:5]2[c:6]([n:7]([CH2:23][CH2:22][c:21]3[cH:20][cH:19][c:18]([CH3:17])[cH:25][cH:24]3)[c:8]3[cH:9][cH:10][c:11]([CH3:14])[cH:12][c:13]23)[CH2:15][CH2:16]1. Starting materials: CCN1CCc2[nH]c3ccc(C)cc3c2C1, C=Cc1ccc(C)cc1, [H-], [Na+], CN(C)C=O. Procedure: 13.2 g of tetrahydro-2-methyl-5,6-dioxo-3-thioxo-as-triazine-1(2H)-carboxylic acid benzyl ester are dissolved in 500 ml of ethyl acetate and treated with a solution of diphenyldiazomethane in 90 ml of low-boiling petroleum ether. The initially violet solution is left to stand for 40 hours at 25° C., the colour becoming pink. 3 ml of glacial acetic acid are added and, after 1 hour, the mixture is evaporated in vacuo at 40° C. A yellow oil is obtained as the evaporation residue. This is separated ... As a reaction SMILES: [CH2:1]([O:8][C:9]([N:11]1[C:16](=[O:17])[C:15](=[O:18])[NH:14][C:13](=[S:19])[N:12]1[CH3:20])=[O:10])[C:2]1[CH:7]=[CH:6][CH:5]=[CH:4][CH:3]=1.[C:21]1([C:27]([C:30]2[CH:35]=[CH:34][CH:33]=[CH:32][CH:31]=2)=[N+]=[N-])[CH:26]=[CH:25][CH:24]=[CH:23][CH:22]=1.C(O)(=O)C>C(OCC)(=O)C>[CH2:1]([O:8][C:9]([N:11]1[C:16](=[O:17])[C:15](=[O:18])[N:14]=[C:13]([S:19][CH:27]([C:21]2[CH:26]=[CH:25][CH:24]=[CH:23][CH:22]=2)[C:30]2[CH:35]=[CH:34][CH:33]=[CH:32][CH:31]=2)[N:12]1[CH3:20])=[O:10])[C:2]1[CH:3]=[CH:4][CH:5]=[CH:6][CH:7]=1. Starting materials: C1(=CC=CC=C1)C(=[N+]=[N-])C1=CC=CC=C1 (diphenyldiazomethane), C(C1=CC=CC=C1)OC(=O)N1N(C(NC(C1=O)=O)=S)C (tetrahydro-2-methyl-5,6-dioxo-3-thioxo-as-triazine-1(2H)-carboxylic acid benzyl ester), C(C)(=O)O (acetic acid). The product is C(C1=CC=CC=C1)OC(=O)N1N(C(=NC(C1=O)=O)SC(C1=CC=CC=C1)C1=CC=CC=C1)C (3-[(diphenylmethyl)thio]-5,6-dihydro-2-methyl-5,6-dioxo-as-triazine-1(2H)-carboxylic acid benzyl ester). The solvent is petroleum ether, C(C)(=O)OCC (ethyl acetate). Conditions: time 40 hour.